From a dataset of the Open Reaction Database (ORD), a public repository of structured organic reaction records. describe an organic reaction: reactants, conditions, products, and yield Starting materials: [Li]C(C)(C)C, CCI, C1CCOC1, Cc1ccc2sccc2c1. Yields the product CCc1cc2cc(C)ccc2s1. As a reaction SMILES: [C:11]([CH3:12])([Li:13])([CH3:14])[CH3:15].[CH2:16]([I:17])[CH3:18].[CH2:19]1[O:20][CH2:21][CH2:22][CH2:23]1.[CH3:1][c:2]1[cH:3][c:4]2[c:5]([s:6][cH:7][cH:8]2)[cH:9][cH:10]1>>[CH3:1][c:2]1[cH:3][c:4]2[c:5]([s:6][c:7]([CH2:11][CH3:12])[cH:8]2)[cH:9][cH:10]1. The reactants are ClC1=NC(=CC(=N1)Cl)Cl (2,4,6-Trichloropyrimidine), Cl.CN (methylamine hydrochloride), C(C)(C)N(CC)C(C)C (diisopropylethylamine). Run in C1CCOC1 (THF). Reaction conditions: time 3 day. The product is ClC1=NC(=CC(=N1)NC)Cl (2,6 Dichloro-4-methylaminopyrimidine). As a reaction SMILES: [Cl:1][C:2]1[N:7]=[C:6]([Cl:8])[CH:5]=[C:4](Cl)[N:3]=1.Cl.CN.[CH:13]([N:16](C(C)C)CC)(C)C>C1COCC1>[Cl:1][C:2]1[N:3]=[C:4]([NH:16][CH3:13])[CH:5]=[C:6]([Cl:8])[N:7]=1 |f:1.2|. Procedure: 2,4,6-Trichloropyrimidine (I, 30 g) is added to a suspension of methylamine hydrochloride (II, 10 g) in THF (250 ml). The mixture is cooled to -6° and diisopropylethylamine (55 ml) is added slowly. The mixture is stirred for 3 days at 20°-25° and then is concentrated under reduced pressure. The residue is absorbed on silica gel (75 g) with ethyl acetate/methylene chloride (1/1) and applied to a silica gel (1 kg) column packed in ethyl acetate/hexane (1/1). Elution is performed with ethyl acetate... Reactants: solution, CC(C)([O-])C.[K+] (potassium t-butoxide), Br.CN1CCC(CC1)=C1C2=C(C(C(C3=C1C=CC=C3)Br)Br)C=CC=C2 (1-methyl-4-(10,11-dibromo-10,11-dihydro-5H-dibenzo[a,d]cyclohepten-5-ylidene)piperidine hydrobromide). As a reaction SMILES: CC(C)([O-])C.[K+].Br.[CH3:8][N:9]1[CH2:14][CH2:13][C:12](=[C:15]2[C:21]3[CH:22]=[CH:23][CH:24]=[CH:25][C:20]=3[CH:19]([Br:26])[CH:18](Br)[C:17]3[CH:28]=[CH:29][CH:30]=[CH:31][C:16]2=3)[CH2:11][CH2:10]1>C(O)(C)(C)C>[CH3:8][N:9]1[CH2:14][CH2:13][C:12](=[C:15]2[C:16]3[CH:31]=[CH:30][CH:29]=[CH:28][C:17]=3[CH:18]=[C:19]([Br:26])[C:20]3[CH:25]=[CH:24][CH:23]=[CH:22][C:21]2=3)[CH2:11][CH2:10]1 |f:0.1,2.3|. Run in C(C)(C)(C)O (t-butanol). Procedure: To 600 ml. of a 0.40 M (0.24 mole) solution of potassium t-butoxide in t-butanol is added 42.1 g. (0.079 mole) of 1-methyl-4-(10,11-dibromo-10,11-dihydro-5H-dibenzo[a,d]cyclohepten-5-ylidene)piperidine hydrobromide and the mixture stirred vigorously under anhydrous conditions for 6 hours at room temperature. The reaction mixture is poured into 2 L. of water and extracted 3 times with 100 ml. each of benzene. The combined benzene extracts are dried over anhydrous MgSO4, filtered, the MgSO4 washed... Yields the product CN1CCC(CC1)=C1C2=C(C(=CC3=C1C=CC=C3)Br)C=CC=C2 (1-methyl-4-(10-bromo-5H-dibenzo[a,d]cyclohepten-5-ylidene)piperidine).